This data is from the Open Reaction Database (ORD), a public repository of structured organic reaction records. The task is: describe an organic reaction: reactants, conditions, products, and yield The reactants are [N+](=O)([O-])C1=CC(=C(C=C1)SCl)C(Cl)(Cl)Cl (4-nitro-2-trichloromethylbenzenesulfenyl chloride), C(#N)C1=C(C=CC2=CC=CC=C12)S (1-cyano-2-mercaptonaphthalene). Solvent: O1CCOCC1 (dioxane). Product: [N+](=O)([O-])C1=CC(=C(C=C1)SSC1=C(C2=CC=CC=C2C=C1)C#N)C(Cl)(Cl)Cl (2-(4-nitro-2-trichloromethylphenyldithio)-1-cyanonaphthalene). Yield: 81.3%. As a reaction SMILES: [N+:1]([C:4]1[CH:9]=[CH:8][C:7]([S:10]Cl)=[C:6]([C:12]([Cl:15])([Cl:14])[Cl:13])[CH:5]=1)([O-:3])=[O:2].[C:16]([C:18]1[C:27]2[C:22](=[CH:23][CH:24]=[CH:25][CH:26]=2)[CH:21]=[CH:20][C:19]=1[SH:28])#[N:17]>O1CCOCC1>[N+:1]([C:4]1[CH:9]=[CH:8][C:7]([S:10][S:28][C:19]2[CH:20]=[CH:21][C:22]3[C:27](=[CH:26][CH:25]=[CH:24][CH:23]=3)[C:18]=2[C:16]#[N:17])=[C:6]([C:12]([Cl:15])([Cl:14])[Cl:13])[CH:5]=1)([O-:3])=[O:2]. Procedure details: 30.7 g of 4-nitro-2-trichloromethylbenzenesulfenyl chloride in 500 ml of dioxane is reacted with 18.5 g of 1-cyano-2-mercaptonaphthalene. There is obtained 37 g (81% of theory) of 2-(4-nitro-2-trichloromethylphenyldithio)-1-cyanonaphthalene; m.p.: 170° C. (recrystallized from toluene).